Dataset: the Open Reaction Database (ORD), a public repository of structured organic reaction records. Task: describe an organic reaction: reactants, conditions, products, and yield Reactants: FC1=CC=C(C=C1)N1CCNCC1 (1-(4-fluorophenyl)piperazine), ClC1=CC=C(C=C)C=C1 (4-chlorostyrene), [Li]CCCC (n-BuLi). Product: FC1=CC=C(C=C1)N1CCN(CC1)CCC1=CC=C(C=C1)Cl (1-(4-fluorophenyl)-4-[2-(4-chlorophenyl)-1-ethyl]piperazine). As a reaction SMILES: [F:1][C:2]1[CH:7]=[CH:6][C:5]([N:8]2[CH2:13][CH2:12][NH:11][CH2:10][CH2:9]2)=[CH:4][CH:3]=1.[Cl:14][C:15]1[CH:22]=[CH:21][C:18]([CH:19]=[CH2:20])=[CH:17][CH:16]=1.[Li]CCCC>>[F:1][C:2]1[CH:3]=[CH:4][C:5]([N:8]2[CH2:13][CH2:12][N:11]([CH2:20][CH2:19][C:18]3[CH:21]=[CH:22][C:15]([Cl:14])=[CH:16][CH:17]=3)[CH2:10][CH2:9]2)=[CH:6][CH:7]=1. Procedure: According to GP, 2.22 mmol (=0.40 g) of 1-(4-fluorophenyl)piperazine and 2.22 mmol (=0.31 g=0.28 ml) of 4-chlorostyrene are reacted with 5 mol % (=0.111 mmol=70 μl) of n-BuLi solution. Column-chromatographic separation with ethyl acetatein-hexane gives the product 1-(4-fluorophenyl)-4-[2-(4-chlorophenyl)-1-ethyl]piperazine as a light-yellow solid. Reactants: CC(C)(C)OC(=O)N(CCOc1cc(Cl)cc(C(=O)O)c1)c1ccncc1, CN(C)c1ccncc1, CCN(C(C)C)C(C)C, CC(C)NC(C)C, O=C(Cl)C(=O)Cl, C1CCOC1, CN(C)C=O. Product: CC(C)N(C(=O)c1cc(Cl)cc(OCCN(C(=O)OC(C)(C)C)c2ccncc2)c1)C(C)C. RXN SMILES: [C:1]([CH3:2])([CH3:3])([CH3:4])[O:5][C:6](=[O:7])[N:8]([CH2:9][CH2:10][O:11][c:12]1[cH:13][c:14]([C:15](=[O:16])[OH:17])[cH:18][c:19]([Cl:21])[cH:20]1)[c:22]1[cH:23][cH:24][n:25][cH:26][cH:27]1.[CH3:55][N:56]([c:57]1[cH:58][cH:59][n:60][cH:61][cH:62]1)[CH3:63].[CH:34]([CH3:35])([CH3:36])[N:37]([CH:38]([CH3:39])[CH3:40])[CH2:41][CH3:42].[CH:43]([NH:44][CH:45]([CH3:46])[CH3:47])([CH3:48])[CH3:49].[Cl:28][C:29]([C:30]([Cl:31])=[O:32])=[O:33].[O:50]1[CH2:51][CH2:52][CH2:53][CH2:54]1.[O:64]=[CH:65][N:66]([CH3:67])[CH3:68]>>[C:1]([CH3:2])([CH3:3])([CH3:4])[O:5][C:6](=[O:7])[N:8]([CH2:9][CH2:10][O:11][c:12]1[cH:13][c:14]([C:15](=[O:16])[N:37]([CH:34]([CH3:35])[CH3:36])[CH:38]([CH3:39])[CH3:40])[cH:18][c:19]([Cl:21])[cH:20]1)[c:22]1[cH:23][cH:24][n:25][cH:26][cH:27]1. The reactants are C(C)OC(=O)C(CC=1C2=C(OC1C)C(=CC=C2)[N+](=O)[O-])C(C)=O (3-(2-ethoxycarbonyl-3-oxobutyl)-2-methyl-7-nitrobenzo[b]furan), [OH-].[Na+] (sodium hydroxide). Run in C(C)O (ethanol). Yields the product CC1=C(C2=C(O1)C(=CC=C2)[N+](=O)[O-])CCC(C)=O (2-methyl-7-nitro-3-(3-oxobutyl)benzo[b]furan). Yield: 79.8%. As a reaction SMILES: C(OC([CH:6]([C:21](=[O:23])[CH3:22])[CH2:7][C:8]1[C:9]2[CH:17]=[CH:16][CH:15]=[C:14]([N+:18]([O-:20])=[O:19])[C:10]=2[O:11][C:12]=1[CH3:13])=O)C.[OH-].[Na+]>C(O)C>[CH3:13][C:12]1[O:11][C:10]2[C:14]([N+:18]([O-:20])=[O:19])=[CH:15][CH:16]=[CH:17][C:9]=2[C:8]=1[CH2:7][CH2:6][C:21](=[O:23])[CH3:22] |f:1.2|. Procedure details: A solution of 3-(2-ethoxycarbonyl-3-oxobutyl)-2-methyl-7-nitrobenzo[b]furan (170 mg) in a mixture of ethanol (5 ml) and aqueous 1N-sodium hydroxide (5 ml) was refluxed for 1 hour. The reaction mixture was cooled and the separated solid was collected, washed with water and dried to give 2-methyl-7-nitro-3-(3-oxobutyl)benzo[b]furan (105 mg). The reactants are C1(CCCC1)OC=1C=C(C=CC1OC)O (3-cyclopentyloxy-4-methoxyphenol), [OH-].[Na+] (sodium hydroxide), ClCC(CCC=1C=NC=CC1)O ((±)-α-(chloromethyl)-3-pyridinepropanol). Solvent: C(C)O (ethanol). Yields the product C(C(=O)O)(=O)O.C1(CCCC1)OC=1C=C(OCC(CCC=2C=NC=CC2)O)C=CC1OC ((±)-1-(3-Cyclopentyloxy-4-methoxyphenoxy)-4-(3-pyridyl)-2-butanol oxalic acid salt). As a reaction SMILES: [CH:1]1([O:6][C:7]2[CH:8]=[C:9]([OH:15])[CH:10]=[CH:11][C:12]=2[O:13][CH3:14])[CH2:5][CH2:4][CH2:3][CH2:2]1.[OH-:16].[Na+].Cl[CH2:19][CH:20]([OH:29])[CH2:21][CH2:22][C:23]1[CH:24]=[N:25][CH:26]=[CH:27][CH:28]=1>C(O)C>[C:12]([OH:13])(=[O:29])[C:7]([OH:6])=[O:16].[CH:1]1([O:6][C:7]2[CH:8]=[C:9]([CH:10]=[CH:11][C:12]=2[O:13][CH3:14])[O:15][CH2:19][CH:20]([OH:29])[CH2:21][CH2:22][C:23]2[CH:24]=[N:25][CH:26]=[CH:27][CH:28]=2)[CH2:2][CH2:3][CH2:4][CH2:5]1 |f:1.2,5.6|. Procedure details: Prepared according to the method described in Example 24b) from 3-cyclopentyloxy-4-methoxyphenol (0.835 g), ethanol (10 ml), aqueous sodium hydroxide (2 M, 2.5 ml) and (±)-α-(chloromethyl)-3-pyridinepropanol (0.760 g, Example 24a) to give the title compound as a yellow oil. This was purified by column chromatography over silica eluting with dichloromethane:ethanol and further purified by preparative normal-phase HPLC on a Dynamax™ Silica column with dichloromethane:ethanol (19:1). The purified m... Reactants: ClC1=C(C=C(C=C1)C(CC(C(F)(F)F)=O)=O)C (1-(4-chloro-3-methyl-phenyl)-4,4,4-trifluoro-butane-1,3-dione), 4-chloro-3-methyl-acetophenone, NC1=NNC(=C1C#N)CC#N (3-amino-4-cyano-5-cyanomethyl-pyrazole). Product: ClC1=C(C=C(C=C1)C1=NC=2N(C(=C1)C(F)(F)F)N=C(C2C#N)CC#N)C (5-(4-Chloro-3-methyl-phenyl)-2-cyanomethyl-7-trifluoromethyl-pyrazolo[1,5-a]pyrimidine-3-carbonitrile). Yield: 52.7%. Reaction SMILES: [Cl:1][C:2]1[CH:7]=[CH:6][C:5]([C:8](=O)[CH2:9][C:10](=O)[C:11]([F:14])([F:13])[F:12])=[CH:4][C:3]=1[CH3:17].[NH2:18][C:19]1[C:23]([C:24]#[N:25])=[C:22]([CH2:26][C:27]#[N:28])[NH:21][N:20]=1>>[Cl:1][C:2]1[CH:7]=[CH:6][C:5]([C:8]2[CH:9]=[C:10]([C:11]([F:14])([F:13])[F:12])[N:20]3[N:21]=[C:22]([CH2:26][C:27]#[N:28])[C:23]([C:24]#[N:25])=[C:19]3[N:18]=2)=[CH:4][C:3]=1[CH3:17]. Procedure: Reaction of 1-(4-chloro-3-methyl-phenyl)-4,4,4-trifluoro-butane-1,3-dione (132 mg, 0.5 mmol), prepared from commercially available 4-chloro-3-methyl-acetophenone according to general procedure A, and commercially available 3-amino-4-cyano-5-cyanomethyl-pyrazole (74 mg, 0.5 mmol) according to general procedure B yielded the title compound as a light yellow solid (99 mg, 53%). MS (ISP) 376.1 [(M+H)+]; mp 238° C. As a reaction SMILES: [CH2:1]([CH:3]([OH:16])[C:4]1[CH:9]=[CH:8][C:7]([CH:10]([OH:15])[C:11]([CH3:14])([CH3:13])[CH3:12])=[CH:6][CH:5]=1)C.[CH3:17][CH:18]([OH:32])[C:19]1[CH:24]=[CH:23][C:22]([CH:25]([OH:30])[C:26]([CH3:29])([CH3:28])[CH3:27])=[CH:21][C:20]=1[Cl:31].CC(O)C1C=C[C:38]([CH:41]([OH:46])C(C)(C)C)=CC=1>>[Cl:31][C:20]1[CH:21]=[C:22]([CH:25]([O:30][C:10](=[O:15])[CH3:7])[C:26]([CH3:27])([CH3:28])[CH3:29])[CH:23]=[CH:24][C:19]=1[CH:18]([O:32][C:41](=[O:46])[CH3:38])[CH3:17].[C:25]([O:15][CH:10]([C:7]1[CH:6]=[CH:5][C:4]([CH:3]([O:16][C:41](=[O:46])[CH3:38])[CH3:1])=[CH:9][CH:8]=1)[C:11]([CH3:12])([CH3:13])[CH3:14])(=[O:30])[CH3:22]. Procedure: When the above reaction is carried out using in place of α-ethyl-4-(2,2-dimethyl-1-hydroxypropyl)benzyl alcohol an equivalent amount of α-methyl-2-chloro-4-(2,2-dimethyl-1-hydroxypropyl)benzyl alcohol or α-methyl-4-(2,2-dimethyl-1-hydroxypropyl)benzyl alcohol, there is obtained 1-[2-chloro-4-(1-acetoxy-2,2-dimethylpropyl)phenyl]-1-acetoxyethane or 1-[4-(1-acetoxy- 2,2-dimethylpropyl)phenyl]-1-acetoxy ethane. Yields the product ClC1=C(C=CC(=C1)C(C(C)(C)C)OC(C)=O)C(C)OC(C)=O (1-[2-chloro-4-(1-acetoxy-2,2-dimethylpropyl)phenyl]-1-acetoxyethane), C(C)(=O)OC(C(C)(C)C)C1=CC=C(C=C1)C(C)OC(C)=O (1-[4-(1-acetoxy- 2,2-dimethylpropyl)phenyl]-1-acetoxy ethane). The reactants are CC(C1=CC=C(C=C1)C(C(C)(C)C)O)O (α-methyl-4-(2,2-dimethyl-1-hydroxypropyl)benzyl alcohol), C(C)C(C1=CC=C(C=C1)C(C(C)(C)C)O)O (α-ethyl-4-(2,2-dimethyl-1-hydroxypropyl)benzyl alcohol), CC(C1=C(C=C(C=C1)C(C(C)(C)C)O)Cl)O (α-methyl-2-chloro-4-(2,2-dimethyl-1-hydroxypropyl)benzyl alcohol).